Dataset: the Open Reaction Database (ORD), a public repository of structured organic reaction records. Task: describe an organic reaction: reactants, conditions, products, and yield The reactants are CCCCCN1C(=O)C(=O)c2ccc(OC)cc21, CC(C)CC(=O)NN. Yields the product CCCCCN1C(=O)C(=NNC(=O)CC(C)C)c2ccc(OC)cc21. RXN SMILES: [CH2:1]([CH2:2][CH2:3][CH2:4][CH3:5])[N:6]1[C:7](=[O:8])[C:9](=[O:10])[c:11]2[cH:12][cH:13][c:14]([O:17][CH3:18])[cH:15][c:16]21.[CH3:19][CH:20]([CH2:21][C:22](=[O:23])[NH:24][NH2:25])[CH3:26]>>[CH2:1]([CH2:2][CH2:3][CH2:4][CH3:5])[N:6]1[C:7](=[O:8])[C:9](=[N:25][NH:24][C:22]([CH2:21][CH:20]([CH3:19])[CH3:26])=[O:23])[c:11]2[cH:12][cH:13][c:14]([O:17][CH3:18])[cH:15][c:16]21. Reactants: O=C(CNC(=O)c1cccc(C(F)(F)F)c1)NC1CNC1, CS(=O)(=O)c1ncc(C2(O)CCC(=O)CC2)s1. Yields the product CS(=O)(=O)c1ncc(C2(O)CCC(N3CC(NC(=O)CNC(=O)c4cccc(C(F)(F)F)c4)C3)CC2)s1. RXN SMILES: [NH:18]1[CH2:19][CH:20]([NH:22][C:23](=[O:24])[CH2:25][NH:26][C:27]([c:28]2[cH:29][c:30]([C:34]([F:35])([F:36])[F:37])[cH:31][cH:32][cH:33]2)=[O:38])[CH2:21]1.[OH:1][C:2]1([c:9]2[cH:10][n:11][c:12]([S:14](=[O:15])(=[O:16])[CH3:17])[s:13]2)[CH2:3][CH2:4][C:5](=[O:8])[CH2:6][CH2:7]1>>[OH:1][C:2]1([c:9]2[cH:10][n:11][c:12]([S:14](=[O:15])(=[O:16])[CH3:17])[s:13]2)[CH2:3][CH2:4][CH:5]([N:18]2[CH2:19][CH:20]([NH:22][C:23](=[O:24])[CH2:25][NH:26][C:27]([c:28]3[cH:29][c:30]([C:34]([F:35])([F:36])[F:37])[cH:31][cH:32][cH:33]3)=[O:38])[CH2:21]2)[CH2:6][CH2:7]1. Reactants: ClCCl, COc1ccccc1N1CCNCC1, CCN(C(C)C)C(C)C, Cl, O=CCCCC1CC(c2cccc([N+](=O)[O-])c2)=NO1. Product: COc1ccccc1N1CCN(CCCCC2CC(c3cccc([N+](=O)[O-])c3)=NO2)CC1. As a reaction SMILES: [CH2:44]([Cl:45])[Cl:46].[CH3:21][O:22][c:23]1[c:24]([N:29]2[CH2:30][CH2:31][NH:32][CH2:33][CH2:34]2)[cH:25][cH:26][cH:27][cH:28]1.[CH:35]([N:36]([CH:37]([CH3:38])[CH3:39])[CH2:40][CH3:41])([CH3:42])[CH3:43].[ClH:20].[N+:1](=[O:2])([O-:3])[c:4]1[cH:5][c:6]([C:10]2=[N:11][O:12][CH:13]([CH2:15][CH2:16][CH2:17][CH:18]=[O:19])[CH2:14]2)[cH:7][cH:8][cH:9]1>>[N+:1](=[O:2])([O-:3])[c:4]1[cH:5][c:6]([C:10]2=[N:11][O:12][CH:13]([CH2:15][CH2:16][CH2:17][CH2:18][N:32]3[CH2:31][CH2:30][N:29]([c:24]4[c:23]([O:22][CH3:21])[cH:28][cH:27][cH:26][cH:25]4)[CH2:34][CH2:33]3)[CH2:14]2)[cH:7][cH:8][cH:9]1.